This data is from the Open Reaction Database (ORD), a public repository of structured organic reaction records. The task is: describe an organic reaction: reactants, conditions, products, and yield Reactants: [BH3-]OC(C)=O, CO, CC(=O)O, ClCCl, NC1CCN(CCn2c(=O)n[n+]([O-])c3ccc(Cl)cc32)CC1, [Na+], O=Cc1cc2c(cn1)OCCO2. The product is O=c1n[n+]([O-])c2ccc(Cl)cc2n1CCN1CCC(NCc2cc3c(cn2)OCCO3)CC1. Reaction SMILES: [C:35]([O:36][BH3-:37])(=[O:38])[CH3:39].[CH3:41][OH:42].[CH3:46][C:47](=[O:48])[OH:49].[Cl:43][CH2:44][Cl:45].[NH2:1][CH:2]1[CH2:3][CH2:4][N:5]([CH2:8][CH2:9][n:10]2[c:11](=[O:22])[n:12][n+:13]([O-:21])[c:14]3[c:15]2[cH:16][c:17]([Cl:20])[cH:18][cH:19]3)[CH2:6][CH2:7]1.[Na+:40].[O:23]1[CH2:24][CH2:25][O:26][c:27]2[cH:28][n:29][c:30]([CH:33]=[O:34])[cH:31][c:32]21>>[NH:1]([CH:2]1[CH2:3][CH2:4][N:5]([CH2:8][CH2:9][n:10]2[c:11](=[O:22])[n:12][n+:13]([O-:21])[c:14]3[c:15]2[cH:16][c:17]([Cl:20])[cH:18][cH:19]3)[CH2:6][CH2:7]1)[CH2:33][c:30]1[n:29][cH:28][c:27]2[c:32]([cH:31]1)[O:23][CH2:24][CH2:25][O:26]2. Reactants: [Br-], O=C1Nc2ccc(Br)cc2C1=O, C1CCOC1, C[Mg+], [Cl-]. Product: CC1(O)C(=O)Nc2ccc(Br)cc21. Reaction SMILES: [Br-:13].[Br:1][c:2]1[cH:3][c:4]2[c:8]([cH:9][cH:10]1)[NH:7][C:6](=[O:11])[C:5]2=[O:12].[CH2:17]1[O:18][CH2:19][CH2:20][CH2:21]1.[CH3:14][Mg+:15].[Cl-:16]>>[Br:1][c:2]1[cH:3][c:4]2[c:8]([cH:9][cH:10]1)[NH:7][C:6](=[O:11])[C:5]2([OH:12])[CH3:14]. Solvent: CN(C=O)C (N,N-dimethylformamide). Conditions: time 15 minute. Isolated yield 19.5%. Reagents/catalysts: O1CCOCCOCCOCCOCCOCC1 (1,4,7,10,13,16-hexaoxacyclooctadecane). Reaction SMILES: [H-].[Na+].[Cl:3][C:4]1[CH:9]=[C:8]([Cl:10])[C:7]([Cl:11])=[CH:6][C:5]=1[N:12]1[C:16](=[O:17])[NH:15][N:14]=[N:13]1.I[CH2:19][CH2:20][CH3:21]>CN(C)C=O.O1CCOCCOCCOCCOCCOCC1>[CH2:19]([N:15]1[C:16](=[O:17])[N:12]([C:5]2[CH:6]=[C:7]([Cl:11])[C:8]([Cl:10])=[CH:9][C:4]=2[Cl:3])[N:13]=[N:14]1)[CH2:20][CH3:21] |f:0.1|. The reactants are ICCC (1-iodopropane), ice water, [H-].[Na+] (sodium hydride), ClC1=C(C=C(C(=C1)Cl)Cl)N1N=NNC1=O (1,4-dihydro-1-(2,4,5-trichlorophenyl)-5H-tetrazol-5-one). Reported procedure: To a stirred mixture of 0.24 g (0.005 mole) of sodium hydride (60% oil suspension) in 45 mL of N,N-dimethylformamide was added 1.3 g (0.005 mole) of 1,4-dihydro-1-(2,4,5-trichlorophenyl)-5H-tetrazol-5-one. The mixture was stirred at room temperature for 15 minutes, then 0.85 g (0.005 mole) of 1-iodopropane and several drops of 1,4,7,10,13,16-hexaoxacyclooctadecane (18-crown-6) were added. After complete addition, the reaction mixture was stirred at room temperature for 4 days. The reaction mixtu... Product: C(CC)N1N=NN(C1=O)C1=C(C=C(C(=C1)Cl)Cl)Cl (1,4-dihydro-4-propyl-1-(2,4,5-trichlorophenyl)-5H-tetrazol-5-one). As a reaction SMILES: [CH3:1][O:2][C:3]1[CH:4]=[C:5]([C:13]#[C:14][C:15]2[CH:16]=[C:17]3[C:21](=[CH:22][CH:23]=2)[NH:20][CH:19]=[CH:18]3)[CH:6]=[C:7]([O:11][CH3:12])[C:8]=1[O:9][CH3:10].C(C1C=C2C(=CC=1)NC=C2)#CCCCCCC>>[CH3:1][O:2][C:3]1[CH:4]=[C:5]([CH:6]=[C:7]([O:11][CH3:12])[C:8]=1[O:9][CH3:10])[CH2:13][CH2:14][C:15]1[CH:16]=[C:17]2[C:21](=[CH:22][CH:23]=1)[NH:20][CH:19]=[CH:18]2. Reported procedure: When the product of Step A was substituted for 5-(oct-1-ynyl)-1H-indole in Example 3, Step B, the identical process afforded the title compound in 86% yield., as a colourless syrup. 1H-NMR (CDCl3) 2.79-3.03 (m, 4H); 3.8 (s, 3H); 3.82 (s, 6H); 6.4 (s, 2H); 6.47 (m, 1H); 7.03 (dd, 1H, J=1.3; 8.3 Hz); 7.18 (m, 1H); 7.31 (d, 1H, J=8.3 Hz); 7.45 (s, 1H); 8.09 (broad s, 1H); Yields the product COC=1C=C(CCC=2C=C3C=CNC3=CC2)C=C(C1OC)OC (5-(3,4,5-Trimethoxyphenethyl)-1H-indole). Isolated yield 86.0%. Starting materials: COC=1C=C(C=C(C1OC)OC)C#CC=1C=C2C=CNC2=CC1 (5-((3,4,5-Trimethoxyphenyl)ethynyl)-1H-indole), C(#CCCCCCC)C=1C=C2C=CNC2=CC1 (5-(oct-1-ynyl)-1H-indole). As a reaction SMILES: [Cu:14][C:15]#[N:16].[Fe+2:59].[I:1][c:2]1[c:3]2[c:4]([n:5][cH:6][cH:7]1)[n:8]([C:11]([CH3:12])=[O:13])[cH:9][cH:10]2.[O:17]1[CH2:18][CH2:19][O:20][CH2:21][CH2:22]1.[cH:23]1[cH:24][cH:25][c:26]([P:27]([c:28]2[cH:29][cH:30][cH:31][cH:32][cH:33]2)[c-:34]2[cH:35][cH:36][cH:37][cH:38]2)[cH:39][cH:40]1.[cH:41]1[cH:42][cH:43][c:44]([P:45]([c:46]2[cH:47][cH:48][cH:49][cH:50][cH:51]2)[c-:52]2[cH:53][cH:54][cH:55][cH:56]2)[cH:57][cH:58]1>>[c:2]1([C:15]#[N:16])[c:3]2[c:4]([n:5][cH:6][cH:7]1)[n:8]([C:11]([CH3:12])=[O:13])[cH:9][cH:10]2. Reactants: N#C[Cu], [Fe+2], CC(=O)n1ccc2c(I)ccnc21, C1COCCO1, c1ccc(P(c2ccccc2)[c-]2cccc2)cc1, c1ccc(P(c2ccccc2)[c-]2cccc2)cc1. The product is CC(=O)n1ccc2c(C#N)ccnc21. The reactants are CC=1C(OC=2CCCC(C2C1C)=O)=O (3,4-dimethyl-5,6,7,8-tetrahydro-cumarin- 5-one), OCCN (2-hydroxy-ethylamine). Yields the product OCCN1C(C(=C(C=2C(CCCC12)=O)C)C)=O (1-(2-Hydroxy-ethyl)-3,4-dimethyl-7,8-dihydro-2,5(1H.6H)-quinolinedione). As a reaction SMILES: [CH3:1][C:2]1[C:3](=[O:14])[O:4][C:5]2[CH2:6][CH2:7][CH2:8][C:9](=O)[C:10]=2[C:11]=1[CH3:12].[OH:15][CH2:16][CH2:17][NH2:18]>>[OH:15][CH2:16][CH2:17][N:18]1[C:9]2[CH2:8][CH2:7][CH2:6][C:5](=[O:4])[C:10]=2[C:11]([CH3:12])=[C:2]([CH3:1])[C:3]1=[O:14]. Procedure: Prepared from 3,4-dimethyl-5,6,7,8-tetrahydro-cumarin- 5-one and 2-hydroxy-ethylamine at 130° C. over a period of 25 minutes. Reactants: Cc1cc(C)cc(N)c1, CCO, Clc1ncc(Cc2ccncc2)c2ccccc12, Cl. The product is Cc1cc(C)cc(Nc2ncc(Cc3ccncc3)c3ccccc23)c1. As a reaction SMILES: [CH3:1][c:2]1[cH:3][c:4]([NH2:5])[cH:6][c:7]([CH3:9])[cH:8]1.[CH3:29][CH2:30][OH:31].[Cl:11][c:12]1[n:13][cH:14][c:15]([CH2:22][c:23]2[cH:24][cH:25][n:26][cH:27][cH:28]2)[c:16]2[cH:17][cH:18][cH:19][cH:20][c:21]12.[ClH:10]>>[CH3:1][c:2]1[cH:3][c:4]([NH:5][c:12]2[n:13][cH:14][c:15]([CH2:22][c:23]3[cH:24][cH:25][n:26][cH:27][cH:28]3)[c:16]3[cH:17][cH:18][cH:19][cH:20][c:21]23)[cH:6][c:7]([CH3:9])[cH:8]1. Starting materials: CC(C)CN(C[C@H]([C@H](CC=1C=CC=CC1)NC(=O)O[C@H]2CO[C@@H]3[C@H]2CCO3)O)S(=O)(=O)C=4C=CC(=CC4)N (darunavir), C (charcoal). Run in C(C)O (ethanol). Reaction conditions: temperature 72.5 celsius, time 135 minute. Product: CCO.CC(C)CN(C[C@H]([C@H](CC=1C=CC=CC1)NC(=O)O[C@H]2CO[C@@H]3[C@H]2CCO3)O)S(=O)(=O)C=4C=CC(=CC4)N (Darunavir Ethanolate). Reaction SMILES: [CH3:1][CH:2]([CH2:4][N:5]([S:29]([C:32]1[CH:33]=[CH:34][C:35]([NH2:38])=[CH:36][CH:37]=1)(=[O:31])=[O:30])[CH2:6][C@@H:7]([OH:28])[C@@H:8]([NH:16][C:17]([O:19][C@@H:20]1[C@@H:24]2[CH2:25][CH2:26][O:27][C@@H:23]2[O:22][CH2:21]1)=[O:18])[CH2:9][C:10]1[CH:11]=[CH:12][CH:13]=[CH:14][CH:15]=1)[CH3:3].C>C(O)C>[CH3:21][CH2:20][OH:19].[CH3:3][CH:2]([CH2:4][N:5]([S:29]([C:32]1[CH:37]=[CH:36][C:35]([NH2:38])=[CH:34][CH:33]=1)(=[O:31])=[O:30])[CH2:6][C@@H:7]([OH:28])[C@@H:8]([NH:16][C:17]([O:19][C@@H:20]1[C@@H:24]2[CH2:25][CH2:26][O:27][C@@H:23]2[O:22][CH2:21]1)=[O:18])[CH2:9][C:10]1[CH:15]=[CH:14][CH:13]=[CH:12][CH:11]=1)[CH3:1] |f:3.4|. Procedure: 100 gm of darunavir was dissolved in 1000 ml of denatured ethanol (mixture of 97% ethanol and 3% toluene) at 70-75° C. to obtain clear solution. 5 gm of activated charcoal was added and stirred for 120-150 minutes. The hot solution was filtered through hyflow bed and the bed was washed with 100 ml ethanol. The solution was filtered again through 0.2μ filter maintaining temperature at 70-75° C. The reaction mass was cooled to 15-20° C., stirred for an hour and filtered. The wet cake was washed wi...